This data is from the Open Reaction Database (ORD), a public repository of structured organic reaction records. The task is: describe an organic reaction: reactants, conditions, products, and yield Reactants: FC(C1=CC=C(OC2=CC=C(OC(C(=O)Cl)C)C=C2)C=C1)(F)F (2-[4-(4-trifluoromethylphenoxy)phenoxy]propionyl chloride), Cl (hydrochloric acid), [OH-].[K+] (potassium hydroxide), N#CN (cyanamide). The solvent is CC(=O)C (acetone), O (water). Conditions: temperature 10 celsius, time 30 minute. Product: C(#N)NC(C(C)OC1=CC=C(C=C1)OC1=CC=C(C=C1)C(F)(F)F)=O (2-[4-(4-trifluoromethylphenoxy)phenoxy]propionic acid N-cyanamide). The yield is 94.8%. Reaction SMILES: [OH-].[K+].[N:3]#[C:4][NH2:5].[F:6][C:7]([F:28])([F:27])[C:8]1[CH:26]=[CH:25][C:11]([O:12][C:13]2[CH:24]=[CH:23][C:16]([O:17][CH:18]([CH3:22])[C:19](Cl)=[O:20])=[CH:15][CH:14]=2)=[CH:10][CH:9]=1.Cl>O.CC(C)=O>[C:4]([NH:5][C:19](=[O:20])[CH:18]([O:17][C:16]1[CH:15]=[CH:14][C:13]([O:12][C:11]2[CH:25]=[CH:26][C:8]([C:7]([F:28])([F:6])[F:27])=[CH:9][CH:10]=2)=[CH:24][CH:23]=1)[CH3:22])#[N:3] |f:0.1|. Procedure details: 10.4 g (0.1575 mole) of 85% potassium hydroxide are dissolved in 75 ml of water. 3.5 g (0.0825 mole) of cyanamide are added at 20° C. and the clear, colourless solution is cooled to 10° C. Then a solution of 25.8 g (0.075 mole) of 2-[4-(4-trifluoromethylphenoxy)phenoxy]propionyl chloride in 15 ml of acetone is added dropwise such that the temperature does not exceed 15° C. After the reaction mixture has been stirred for 45 minutes at this temperature, 9 g (0.09 mole) of 37% aqueous hydrochloric ... Reactants: [OH-].[Na+] (sodium hydroxide), C1(CCCCC1)COC=1C=2N(C=CC1)C(=C(N2)CC)C(=O)OCC (ethyl 8-(cyclohexylmethoxy)-2-ethylimidazo[1,2-a]pyridine-3-carboxylate), Cl (hydrochloric acid). Solvent: ClCCl (dichloromethane), O1CCOCC1 (dioxane). Conditions: time 8 hour. The product is C1(CCCCC1)COC=1C=2N(C=CC1)C(=C(N2)CC)C(=O)O (8-(Cyclohexylmethoxy)-2-ethylimidazo[1,2-a]pyridine-3-carboxylic acid). Reaction SMILES: [OH-].[Na+].[CH:3]1([CH2:9][O:10][C:11]2[C:12]3[N:13]([C:17]([C:22]([O:24]CC)=[O:23])=[C:18]([CH2:20][CH3:21])[N:19]=3)[CH:14]=[CH:15][CH:16]=2)[CH2:8][CH2:7][CH2:6][CH2:5][CH2:4]1.Cl>O1CCOCC1.ClCCl>[CH:3]1([CH2:9][O:10][C:11]2[C:12]3[N:13]([C:17]([C:22]([OH:24])=[O:23])=[C:18]([CH2:20][CH3:21])[N:19]=3)[CH:14]=[CH:15][CH:16]=2)[CH2:4][CH2:5][CH2:6][CH2:7][CH2:8]1 |f:0.1|. Procedure: 0.8 ml of 2N aqueous sodium hydroxide solution was added to a solution of 26 mg (0.082 mmol) of ethyl 8-(cyclohexylmethoxy)-2-ethylimidazo[1,2-a]pyridine-3-carboxylate in 1.15 ml of dioxane, and the mixture was stirred at room temperature overnight. The mixture was then acidified with 1.5 ml of 6N aqueous hydrochloric acid, diluted with 5 ml of dichloromethane and filtered over an Extrelut® cartridge. The cartridge was washed with 30 ml of dichloromethane, the filtrate was concentrated and the r... As a reaction SMILES: [NH2:1][C@H:2]([CH:17]1[CH2:22][CH2:21][CH2:20][CH2:19][CH2:18]1)[C:3]([C:11]1[CH:16]=[CH:15][CH:14]=[CH:13][CH:12]=1)([C:5]1[CH:10]=[CH:9][CH:8]=[CH:7][CH:6]=1)[OH:4].C[B:24]1[O:29]B(C)OB(C)O1.O1CCC[CH2:33]1>>[CH:17]1([C@@H:2]2[C:3]([C:11]3[CH:12]=[CH:13][CH:14]=[CH:15][CH:16]=3)([C:5]3[CH:10]=[CH:9][CH:8]=[CH:7][CH:6]=3)[O:4][B:24]([O:29][CH3:33])[NH:1]2)[CH2:22][CH2:21][CH2:20][CH2:19][CH2:18]1. Starting materials: N[C@@H](C(O)(C1=CC=CC=C1)C1=CC=CC=C1)C1CCCCC1 ((R)-2-amino-2-cyclohexyl-1,1-diphenylethanol), CB1OB(OB(O1)C)C (trimethylboroxine), O1CCCC1 (tetrahydrofuran). Reported procedure: (R)-2-amino-2-cyclohexyl-1,1-diphenylethanol (59 mg, 0.2 mmol), dry tetrahydrofuran (2 mL) and trimethylboroxine (27.2 μL, 0.24 mmol) were added to a dry flask under an atmosphere of nitrogen, then stirred for 1.5 hr to form a solution of (R)-4-cyclohexyl-5,5-diphenyl-2-methoxy-1,3,2-oxazaborolidine. Borane dimethylsulfide complex (100 μL, 1.0 mmol) was added and the reaction stirred for 30 minutes. Then, a solution of bromoacetophenone (199 mg, 1.0 mmol) in dry tetrahydrofuran (4 mL) was added ... Reaction conditions: time 1.5 hour. Product: C1(CCCCC1)[C@H]1NB(OC1(C1=CC=CC=C1)C1=CC=CC=C1)OC ((R)-4-cyclohexyl-5,5-diphenyl-2-methoxy-1,3,2-oxazaborolidine). Starting materials: ClC=1C=C(C=CC1Cl)N=C=O (3,4-dichlorophenyl isocyanate), OC1=CC=C(C=C1)C(C(=O)OC)NCC=C (methyl 2-(4-hydroxyphenyl)-2-(2-propenyl)aminoacetate). The solvent is C1CCOC1 (THF). Yields the product ClC=1C=C(C=CC1Cl)N1C(N(C(C1=O)C1=CC=C(C=C1)O)CC=C)=O (1-(3,4-dichlorophenyl)-4-(4-hydroxyphenyl)-3-(2-propenyl)imidazolidine-2,5-dione). The yield is 54.0%. RXN SMILES: [Cl:1][C:2]1[CH:3]=[C:4]([N:9]=[C:10]=[O:11])[CH:5]=[CH:6][C:7]=1[Cl:8].[OH:12][C:13]1[CH:18]=[CH:17][C:16]([CH:19]([NH:24][CH2:25][CH:26]=[CH2:27])[C:20](OC)=[O:21])=[CH:15][CH:14]=1>C1COCC1>[Cl:1][C:2]1[CH:3]=[C:4]([N:9]2[C:20](=[O:21])[CH:19]([C:16]3[CH:17]=[CH:18][C:13]([OH:12])=[CH:14][CH:15]=3)[N:24]([CH2:25][CH:26]=[CH2:27])[C:10]2=[O:11])[CH:5]=[CH:6][C:7]=1[Cl:8]. Reported procedure: 1.1 equivalent of 3,4-dichlorophenyl isocyanate is added to a solution of 3.5 g of methyl 2-(4-hydroxyphenyl)-2-(2-propenyl)aminoacetate in 50 mL of anhydrous THF in a 50 mL flask equipped with a magnetic stirrer, under nitrogen. After heating under reflux for 4 hours, the product is concentrated then crystallised in isopropyl ether. The solid is filtered and washed with isopropyl ether to yield 3.2 g of white powder (Yd=54%). Starting materials: CN1CCOCC1, CS(=O)(=O)Cl, CN(C)C=O, ClCCl, Nc1nc(CN2CCC(OC(c3ccccc3)c3ccccc3)CC2)cs1. The product is CS(=O)(=O)Nc1nc(CN2CCC(OC(c3ccccc3)c3ccccc3)CC2)cs1. As a reaction SMILES: [CH3:28][N:29]1[CH2:30][CH2:31][O:32][CH2:33][CH2:34]1.[CH3:35][S:36]([Cl:37])(=[O:38])=[O:39].[CH3:40][N:41]([CH3:42])[CH:43]=[O:44].[Cl:45][CH2:46][Cl:47].[NH2:1][c:2]1[s:3][cH:4][c:5]([CH2:7][N:8]2[CH2:9][CH2:10][CH:11]([O:14][CH:15]([c:16]3[cH:17][cH:18][cH:19][cH:20][cH:21]3)[c:22]3[cH:23][cH:24][cH:25][cH:26][cH:27]3)[CH2:12][CH2:13]2)[n:6]1>>[NH:1]([c:2]1[s:3][cH:4][c:5]([CH2:7][N:8]2[CH2:9][CH2:10][CH:11]([O:14][CH:15]([c:16]3[cH:17][cH:18][cH:19][cH:20][cH:21]3)[c:22]3[cH:23][cH:24][cH:25][cH:26][cH:27]3)[CH2:12][CH2:13]2)[n:6]1)[S:36]([CH3:35])(=[O:38])=[O:39]. Starting materials: C(C)(C)[Si](OCC=1C=C2C=CNC2=CC1)(C(C)C)C(C)C (5-triisopropylsilanyloxymethyl-1H-indole), C(C)(=O)C1=CN(C2=CC=C(C=C12)OC(F)(F)F)CC(=O)O ((3-acetyl-5-trifluoromethoxy-indol-1-yl)-acetic acid). The product is C(C)(C)[Si](OCC=1C=C2C(=CNC2=CC1)C(C)=O)(C(C)C)C(C)C (1-(5-Triisopropylsilanyloxymethyl-1H-indol-3-yl)-ethanone). Reaction SMILES: [CH:1]([Si:4]([CH:19]([CH3:21])[CH3:20])([CH:16]([CH3:18])[CH3:17])[O:5][CH2:6][C:7]1[CH:8]=[C:9]2[C:13](=[CH:14][CH:15]=1)[NH:12][CH:11]=[CH:10]2)([CH3:3])[CH3:2].[C:22](C1C2C(=CC=C(OC(F)(F)F)C=2)N(CC(O)=O)C=1)(=[O:24])[CH3:23]>>[CH:19]([Si:4]([CH:1]([CH3:3])[CH3:2])([CH:16]([CH3:18])[CH3:17])[O:5][CH2:6][C:7]1[CH:8]=[C:9]2[C:13](=[CH:14][CH:15]=1)[NH:12][CH:11]=[C:10]2[C:22](=[O:24])[CH3:23])([CH3:21])[CH3:20]. Procedure: The title compound was prepared from 5-triisopropylsilanyloxymethyl-1H-indole in a similar manner as described in step A of Scheme A13 for the preparation of (3-acetyl-5-trifluoromethoxy-indol-1-yl)-acetic acid. Brown solid. MS: 346 [M+H]+; tR (HPLC conditions c): 6.86 min.